From a dataset of the Open Reaction Database (ORD), a public repository of structured organic reaction records. describe an organic reaction: reactants, conditions, products, and yield Starting materials: C(C)(C)(C)OC([C@H]1N(CCC1)S(=O)(=O)C1=CC=C2C(=CN=C(C2=C1)NC(=N)N)Cl)=O (N-[(4-Chloro-1-guanidino-7-isoquinolinyl)sulphonyl]-L-proline t-butyl ester). The solvent is CCOC(=O)C (EtOAc), Cl (HCl). Conditions: time 1 hour. Yields the product Cl.ClC1=CN=C(C2=CC(=CC=C12)S(=O)(=O)N1[C@H](C(=O)O)CCC1)NC(=N)N (N-[(4-chloro-1-guanidino-7-isoquinolinyl)sulphonyl]-L-proline hydrochloride). Isolated yield 146.2%. As a reaction SMILES: C([O:5][C:6](=[O:30])[C@@H:7]1[CH2:11][CH2:10][CH2:9][N:8]1[S:12]([C:15]1[CH:24]=[C:23]2[C:18]([C:19]([Cl:29])=[CH:20][N:21]=[C:22]2[NH:25][C:26]([NH2:28])=[NH:27])=[CH:17][CH:16]=1)(=[O:14])=[O:13])(C)(C)C>CCOC(C)=O.Cl>[ClH:29].[Cl:29][C:19]1[C:18]2[C:23](=[CH:24][C:15]([S:12]([N:8]3[CH2:9][CH2:10][CH2:11][C@H:7]3[C:6]([OH:30])=[O:5])(=[O:14])=[O:13])=[CH:16][CH:17]=2)[C:22]([NH:25][C:26]([NH2:28])=[NH:27])=[N:21][CH:20]=1 |f:3.4|. Procedure: N-[(4-Chloro-1-guanidino-7-isoquinolinyl)sulphonyl]-L-proline t-butyl ester (60 mg, 0.13 mmol) was dissolved in a solution of EtOAc saturated with HCl (5.0 mL) and the mixture stirred at room temperature for 1 h. The mixture was concentrated in vacuo , azeotroping with EtOAc, and the residue triturated with CH2Cl2 to give N-[(4-chloro-1-guanidino-7-isoquinolinyl)sulphonyl]-L-proline hydrochloride (44 mg, 0.095 mmol) as a white powder. Reactants: C1(=CC=CC=C1)[SiH3] (Phenylsilane), palladium tetrakistriphenylphosphine, C(C=C)ON1C(N(C2=CC(=C(C=C2C1=O)F)N1CCCC1)CC1=CC=CC=C1)=O (3-allyloxy-1-benzyl-6-fluoro-7-pyrrolidin-1-yl-1H-quinazoline-2,4-dione). The solvent is ClCCl (dichloromethane). Reaction conditions: time 17 hour. The product is C(C1=CC=CC=C1)N1C(N(C(C2=CC(=C(C=C12)N1CCCC1)F)=O)O)=O (1-Benzyl-6-fluoro-3-hydroxy-7-pyrrolidin-1-yl-1H-quinazoline-2,4-dione). Isolated yield 42.2%. RXN SMILES: C1([SiH3])C=CC=CC=1.C([O:11][N:12]1[C:21](=[O:22])[C:20]2[C:15](=[CH:16][C:17]([N:24]3[CH2:28][CH2:27][CH2:26][CH2:25]3)=[C:18]([F:23])[CH:19]=2)[N:14]([CH2:29][C:30]2[CH:35]=[CH:34][CH:33]=[CH:32][CH:31]=2)[C:13]1=[O:36])C=C>ClCCl>[CH2:29]([N:14]1[C:15]2[C:20](=[CH:19][C:18]([F:23])=[C:17]([N:24]3[CH2:28][CH2:27][CH2:26][CH2:25]3)[CH:16]=2)[C:21](=[O:22])[N:12]([OH:11])[C:13]1=[O:36])[C:30]1[CH:35]=[CH:34][CH:33]=[CH:32][CH:31]=1. Reported procedure: Phenylsilane (0.07 mL, 0.56 mmol) and palladium tetrakistriphenylphosphine (17 mg, 0.015 mmol) were added to a solution of 3-allyloxy-1-benzyl-6-fluoro-7-pyrrolidin-1-yl-1H-quinazoline-2,4-dione (Example B-4, 0.15 g, 0.4 mmol) in 10 mL of dichloromethane at 0° C. The mixture was stirred for 17 hours and filtered to give 0.06 g of the title compound as a solid, mp 234-236° C. Reactants: ClC1=NC=CC(=N1)C=1C(=NN2C1C=CC=C2)C=2C=C(C=CC2)NC(C2=C(C=CC=C2F)F)=O (N-{3-[3-(2-chloro-4-pyrimidinyl)pyrazolo[1,5-a]pyridin-2-yl]phenyl}-2,6-difluorobenzamide), COC=1C=C(C=C(C1OC)OC)N ([3,4,5-tris(methyloxy)phenyl]amine). Product: C1NCCC2=CC=C(C=C12)NC1=NC=CC(=N1)C=1C(=NN2C1C=CC=C2)C=2C=C(C=CC2)NC(C2=CC=CC=C2)=O (N-(3-{3-[2-(1,2,3,4-tetrahydro-7-isoquinolinylamino)-4-pyrimidinyl]-pyrazolo[1,5-a]pyridin-2-yl}phenyl)benzamide). RXN SMILES: Cl[C:2]1[N:7]=[C:6]([C:8]2[C:9]([C:17]3[CH:18]=[C:19]([NH:23][C:24](=[O:33])[C:25]4[C:30](F)=[CH:29][CH:28]=[CH:27][C:26]=4F)[CH:20]=[CH:21][CH:22]=3)=[N:10][N:11]3[CH:16]=[CH:15][CH:14]=[CH:13][C:12]=23)[CH:5]=[CH:4][N:3]=1.CO[C:36]1[CH:37]=[C:38]([NH2:46])[CH:39]=[C:40](OC)[C:41]=1OC>>[CH2:2]1[C:40]2[C:41](=[CH:36][CH:37]=[C:38]([NH:46][C:2]3[N:7]=[C:6]([C:8]4[C:9]([C:17]5[CH:18]=[C:19]([NH:23][C:24](=[O:33])[C:25]6[CH:30]=[CH:29][CH:28]=[CH:27][CH:26]=6)[CH:20]=[CH:21][CH:22]=5)=[N:10][N:11]5[CH:16]=[CH:15][CH:14]=[CH:13][C:12]=45)[CH:5]=[CH:4][N:3]=3)[CH:39]=2)[CH2:5][CH2:4][NH:3]1. Procedure details: The title compound was prepared by a procedure similar to Example 27, Step D using N-{3-[3-(2-chloro-4-pyrimidinyl)pyrazolo[1,5-a]pyridin-2-yl]phenyl}-2,6-difluorobenzamide and [3,4,5-tris(methyloxy)phenyl]amine: MS (APCI): 609 (M+H)+. Starting materials: [Li+].[B-](CC)(CC)CC (Super-hydride), C1CCOC1 (THF), ditosylate, C1CCOC1 (THF), [OH-].[Na+] (NaOH), OO (H2O2), O (H2O). Run at time 8 hour. Yields the product [C@H]12C[C@@H](C[C@H](OC1)O2)O ((1S,3S,5R) 6,8-Dioxabicyclo[3.2,1]octan-3-ol). As a reaction SMILES: [Li+].[B-]([CH2:7][CH3:8])(CC)CC.[OH2:9].[OH-:10].[Na+].OO.[CH2:14]1[CH2:18][O:17][CH2:16][CH2:15]1>>[C@@H:8]12[O:9][C@@H:16]([O:17][CH2:7]1)[CH2:15][C@@H:14]([OH:10])[CH2:18]2 |f:0.1,3.4,^1:1|. Procedure details: The ditosylate derivative from Step 1 (107 g, 0.228 mmoL) was dissolved in THF (1.6 L) at -40° C. and Super-hydride in THF (800 mL, 1M, 0.8 mmoL) was slowly added. The resulting reaction mixture was stirred at r.t. overnight. The reaction was cannulated into cold H2O (226 mL) using external cooling, then NaOH 3N (640 mL, 1.92 mmol) and H2O2 (30%) (490 mL, 4.3 mmoL) were successively added. The reaction was stirred at r.t. for 1 hr, then the supernatant (THF layer) was separated from the aqueous ... Starting materials: CC(C)(C)[Si](C)(C)OCC1CC(Oc2ncnc3c2ncn3C2CCCCO2)CC1O[Si](C)(C)C(C)(C)C, C1CCOC1, O=C1CCC(=O)N1I. The product is CC(C)(C)[Si](C)(C)OCC1CC(Oc2ncnc3c2nc(I)n3C2CCCCO2)CC1O[Si](C)(C)C(C)(C)C. As a reaction SMILES: [C:1]([CH3:2])([CH3:3])([CH3:4])[Si:5]([O:6][CH:7]1[CH2:8][CH:9]([O:21][c:22]2[c:23]3[n:24][cH:25][n:26]([CH:31]4[O:32][CH2:33][CH2:34][CH2:35][CH2:36]4)[c:27]3[n:28][cH:29][n:30]2)[CH2:10][CH:11]1[CH2:12][O:13][Si:14]([CH3:15])([CH3:16])[C:17]([CH3:18])([CH3:19])[CH3:20])([CH3:37])[CH3:38].[CH2:39]1[O:40][CH2:41][CH2:42][CH2:43]1.[I:44][N:45]1[C:46](=[O:47])[CH2:48][CH2:49][C:50]1=[O:51]>>[C:1]([CH3:2])([CH3:3])([CH3:4])[Si:5]([O:6][CH:7]1[CH2:8][CH:9]([O:21][c:22]2[c:23]3[n:24][c:25]([I:44])[n:26]([CH:31]4[O:32][CH2:33][CH2:34][CH2:35][CH2:36]4)[c:27]3[n:28][cH:29][n:30]2)[CH2:10][CH:11]1[CH2:12][O:13][Si:14]([CH3:15])([CH3:16])[C:17]([CH3:18])([CH3:19])[CH3:20])([CH3:37])[CH3:38]. The reactants are ClC=1C(=C2C(=NC1)NC(=N2)C2=CC(=C(C=C2)O)[N+](=O)[O-])C (4-(6-Chloro-7-methyl-3H-imidazo[4,5-b]pyridin-2-yl)-2-nitrophenol), Cl.ClCCN1CCOCC1 (4-(2-chloroethyl)morpholine hydrochloride), [H-].[Na+] (sodium hydride). Solvent: CN(C)C=O (DMF). Run at temperature 100 celsius, time 8 hour. The product is ClC=1C(=C2C(=NC1)NC(=N2)C2=CC(=C(C=C2)OCCN2CCOCC2)[N+](=O)[O-])C (6-Chloro-7-methyl-2-[4-(2-morpholin-4-ylethoxy)-3-nitrophenyl]-3H-imidazo[4,5-b]pyridine). Isolated yield 70.4%. RXN SMILES: [Cl:1][C:2]1[C:3]([CH3:21])=[C:4]2[N:10]=[C:9]([C:11]3[CH:16]=[CH:15][C:14]([OH:17])=[C:13]([N+:18]([O-:20])=[O:19])[CH:12]=3)[NH:8][C:5]2=[N:6][CH:7]=1.Cl.Cl[CH2:24][CH2:25][N:26]1[CH2:31][CH2:30][O:29][CH2:28][CH2:27]1.[H-].[Na+]>CN(C=O)C>[Cl:1][C:2]1[C:3]([CH3:21])=[C:4]2[N:10]=[C:9]([C:11]3[CH:16]=[CH:15][C:14]([O:17][CH2:24][CH2:25][N:26]4[CH2:31][CH2:30][O:29][CH2:28][CH2:27]4)=[C:13]([N+:18]([O-:20])=[O:19])[CH:12]=3)[NH:8][C:5]2=[N:6][CH:7]=1 |f:1.2,3.4|. Procedure: 4-(6-Chloro-7-methyl-3H-imidazo[4,5-b]pyridin-2-yl)-2-nitrophenol (Example 248) (105 mg, 0.34 mmol), 4-(2-chloroethyl)morpholine hydrochloride (74 mg, 0.40 mmol) and sodium hydride (29 mg, 1.2 mmol) were dissolved in DMF (13 ml). The reaction mixture was stirred at 100° C. overnight and then quenched with water (5 ml) and evaporated. The residue was dissolved in CH3CN (4 ml) and a drop of TFA and purified by HPLC C18. The appropriate fractions were collected and concentrated in vacuo to afford t...